From a dataset of the Open Reaction Database (ORD), a public repository of structured organic reaction records. describe an organic reaction: reactants, conditions, products, and yield The reactants are BrC1=CC=C(C(=O)NC2=NC=3N(C(=C2)N2CCOCC2)N=CC3)C=C1 (4-bromo-N-(7-morpholinopyrazolo[1,5-a]pyrimidin-5-yl)benzamide), N1=CC=CC=C1 (pyridine), FC(OC1=CC=C(C(=O)Cl)C=C1)(F)F (4-trifluoromethoxybenzoyl chloride). Conditions: temperature 0 celsius, time 30 minute. Yields the product CC1=NN2C(N=C(C=C2N2CCOCC2)NC(C2=CC=C(C=C2)OC(F)(F)F)=O)=C1 (N-(2-methyl-7-morpholinopyrazolo[1,5-a]pyrimidin-5-yl)-4-(trifluoromethoxy)benzamide). The yield is 69.2%. Reaction SMILES: Br[C:2]1[CH:25]=[CH:24][C:5]([C:6]([NH:8][C:9]2[CH:14]=[C:13]([N:15]3[CH2:20][CH2:19][O:18][CH2:17][CH2:16]3)[N:12]3[N:21]=[CH:22][CH:23]=[C:11]3[N:10]=2)=[O:7])=[CH:4][CH:3]=1.N1C=CC=C[CH:27]=1.[F:32][C:33]([F:45])([F:44])[O:34]C1C=CC(C(Cl)=O)=CC=1>>[CH3:27][C:22]1[CH:23]=[C:11]2[N:10]=[C:9]([NH:8][C:6](=[O:7])[C:5]3[CH:24]=[CH:25][C:2]([O:34][C:33]([F:45])([F:44])[F:32])=[CH:3][CH:4]=3)[CH:14]=[C:13]([N:15]3[CH2:20][CH2:19][O:18][CH2:17][CH2:16]3)[N:12]2[N:21]=1. Procedure: A suspension of 2-methyl-7-morpholinopyrazolo[1,5-a]pyrimidin-5-amine (9B, 52 mg, 0.151 mmol) and pyridine (60 mg, 0.467 mmol) was cooled to 0° C. and treated with 4-trifluoromethoxybenzoyl chloride (78 mg, 0.395 mmol). After stirring for 30 min, the reaction was quenched by the addition of saturated aqueous sodium bicarbonate (5 mL). The aqueous mixture was extracted with ethyl acetate and the combined organics dried over sodium sulfate, filtered, and concentrated in vacuo. The crude material w... The reactants are ClC=1C=C(C(N(N1)COCC[Si](C)(C)C)=O)C1=NC2=C(N1COCC[Si](C)(C)C)C=C(C=C2)C(=O)OC (6-Chloro-4-(6-methoxycarbonyl-1-(2-trimethylsilanylethoxymethyl)-1H-benzimidazol-2-yl]-2-(2-trimethylsilanylethoxymethyl)-2H-pyridazin-3-one). The reagents and catalysts are [O-2].[Mn+4].[O-2] (Manganese(IV) oxide), [O-2].[Mn+2] (manganese oxide). Solvent: C1(=CC=CC=C1)C (toluene), ClCCl (dichloromethane), C1(=CC=CC=C1)C (toluene). Conditions: temperature 0 celsius, time 1 hour. Yields the product ClC=1C=C(C(N(N1)COCC[Si](C)(C)C)=O)C1=NC2=C(N1COCC[Si](C)(C)C)C=C(C=C2)C=O (6-Chloro-4-(6-formyl-1-(2-trimethylsilanylethoxymethyl)-1H-benz-imidazol-2-yl]-2-(2-trimethylsilanylethoxymethyl)-2H-pyridazin-3-one). RXN SMILES: [Cl:1][C:2]1[CH:3]=[C:4]([C:17]2[N:21]([CH2:22][O:23][CH2:24][CH2:25][Si:26]([CH3:29])([CH3:28])[CH3:27])[C:20]3[CH:30]=[C:31]([C:34](OC)=[O:35])[CH:32]=[CH:33][C:19]=3[N:18]=2)[C:5](=[O:16])[N:6]([CH2:8][O:9][CH2:10][CH2:11][Si:12]([CH3:15])([CH3:14])[CH3:13])[N:7]=1>ClCCl.C1(C)C=CC=CC=1.[O-2].[Mn+4].[O-2].[O-2].[Mn+2]>[Cl:1][C:2]1[CH:3]=[C:4]([C:17]2[N:21]([CH2:22][O:23][CH2:24][CH2:25][Si:26]([CH3:27])([CH3:28])[CH3:29])[C:20]3[CH:30]=[C:31]([CH:34]=[O:35])[CH:32]=[CH:33][C:19]=3[N:18]=2)[C:5](=[O:16])[N:6]([CH2:8][O:9][CH2:10][CH2:11][Si:12]([CH3:15])([CH3:14])[CH3:13])[N:7]=1 |f:3.4.5,6.7|. Reported procedure: 6-Chloro-4-(6-methoxycarbonyl-1-(2-trimethylsilanylethoxymethyl)-1H-benzimidazol-2-yl]-2-(2-trimethylsilanylethoxymethyl)-2H-pyridazin-3-one (3.0 g, 5.3 mmol) is dissolved in dichloromethane, and the solution is cooled to 0° C. 15% DIBA1H in toluene is added dropwise, and the reaction mixture is stirred at room temperature for 1 hour. A further 15% DIBA1H in toluene is then added dropwise at 0° C. and stirred at room temperature for 1 hour. Manganese(IV) oxide is then added directly and the reac... Reactants: CCCOc1ccc(S)cc1, COc1ccc(-c2nc(Cl)cc(N3CCN(C)CC3)n2)cc1. Yields the product CCCOc1ccc(Sc2cc(N3CCN(C)CC3)nc(-c3ccc(OC)cc3)n2)cc1. As a reaction SMILES: [CH2:23]([CH2:24][CH3:25])[O:26][c:27]1[cH:28][cH:29][c:30]([SH:33])[cH:31][cH:32]1.[Cl:1][c:2]1[n:3][c:4](-[c:15]2[cH:16][cH:17][c:18]([O:21][CH3:22])[cH:19][cH:20]2)[n:5][c:6]([N:8]2[CH2:9][CH2:10][N:11]([CH3:14])[CH2:12][CH2:13]2)[cH:7]1>>[c:2]1([S:33][c:30]2[cH:29][cH:28][c:27]([O:26][CH2:23][CH2:24][CH3:25])[cH:32][cH:31]2)[n:3][c:4](-[c:15]2[cH:16][cH:17][c:18]([O:21][CH3:22])[cH:19][cH:20]2)[n:5][c:6]([N:8]2[CH2:9][CH2:10][N:11]([CH3:14])[CH2:12][CH2:13]2)[cH:7]1. Starting materials: C(C)N(C(=O)C=1C=C2C(=NC1)OC=C2)CC (N,N-diethyl furo[2,3-b]pyridine-5-carboxamide), B (borane), Cl (hydrochloric acid), C(C)(=O)O (acetic acid). The solvent is O1CCCC1 (tetrahydrofuran), C1CCOC1 (THF). Reaction conditions: temperature 60 celsius, time 0.5 hour. Product: C(C)N(CC)CC=1C=C2C(=NC1)OC=C2 (5-(Diethylaminomethyl)furo[2,3-b]pyridine). Yield: 77.1%. RXN SMILES: [CH2:1]([N:3]([CH2:15][CH3:16])[C:4]([C:6]1[CH:7]=[C:8]2[CH:14]=[CH:13][O:12][C:9]2=[N:10][CH:11]=1)=O)[CH3:2].B.C(O)(=O)C.Cl>O1CCCC1>[CH2:1]([N:3]([CH2:4][C:6]1[CH:7]=[C:8]2[CH:14]=[CH:13][O:12][C:9]2=[N:10][CH:11]=1)[CH2:15][CH3:16])[CH3:2]. Procedure: To a solution of N,N-diethyl furo[2,3-b]pyridine-5-carboxamide (3.6 g, 16.5 mmol) in dry tetrahydrofuran (35 mL), under a nitrogen atmosphere, was added 1M borane in THF (52 mL, 52 mmol). This solution was warmed at 60° C. for 2-3 hours and then glacial acetic acid (3 mL, 52 mmol) was carefully added. After 0.5 hours, dilute hydrochloric acid (10%) was added to the reaction and the aqueous layer was separated and made basic with sodium hydroxide solution. The product was extracted into methylene...